This data is from the Open Reaction Database (ORD), a public repository of structured organic reaction records. The task is: describe an organic reaction: reactants, conditions, products, and yield Reactants: CCOP(=O)(C=CC1OC(n2ncc3c(NC(=O)c4ccccc4)ncnc32)C2OC(C)(C)OC12)OCC, O=C(O)C(F)(F)F, O. Yields the product CCOP(=O)(C=CC1OC(n2ncc3c(NC(=O)c4ccccc4)ncnc32)C(O)C1O)OCC. RXN SMILES: [C:1]([c:2]1[cH:3][cH:4][cH:5][cH:6][cH:7]1)(=[O:8])[NH:9][c:10]1[c:11]2[c:12]([n:13][cH:14][n:15]1)[n:16]([CH:19]1[O:20][CH:21]([CH:29]=[CH:30][P:31]([O:32][CH2:33][CH3:34])([O:35][CH2:36][CH3:37])=[O:38])[CH:22]3[CH:23]1[O:24][C:25]([CH3:27])([CH3:28])[O:26]3)[n:17][cH:18]2.[F:39][C:40]([F:41])([F:42])[C:43]([OH:44])=[O:45].[OH2:46]>>[C:1]([c:2]1[cH:3][cH:4][cH:5][cH:6][cH:7]1)(=[O:8])[NH:9][c:10]1[c:11]2[c:12]([n:13][cH:14][n:15]1)[n:16]([CH:19]1[O:20][CH:21]([CH:29]=[CH:30][P:31]([O:32][CH2:33][CH3:34])([O:35][CH2:36][CH3:37])=[O:38])[CH:22]([OH:26])[CH:23]1[OH:24])[n:17][cH:18]2. The reactants are liquid, N (NH3), FeCl3, [Na] (sodium), [Cl-].[NH4+] (ammonium chloride), CCC(=O)C1=CC(=C(C=C1)OC)OC (3,4-dimethoxypropiophenone), α-bromo-3,4-dimethoxypropiophenone. The solvent is C(Cl)Cl (methylene chloride). Conditions: temperature -40 celsius, time 1 hour. The product is COC=1C=C(C(=O)C(C)C(C)C(C2=CC(=C(C=C2)OC)OC)=O)C=CC1OC (racemic-2,3-bis(3,4-dimethoxybenzoyl)butane). Isolated yield 189.3%. RXN SMILES: N.[Na].[CH3:3][CH2:4][C:5]([C:7]1[CH:12]=[CH:11][C:10]([O:13][CH3:14])=[C:9]([O:15][CH3:16])[CH:8]=1)=[O:6].[Cl-].[NH4+]>C(Cl)Cl>[CH3:16][O:15][C:9]1[CH:8]=[C:7]([CH:12]=[CH:11][C:10]=1[O:13][CH3:14])[C:5]([CH:4]([CH:4]([C:5](=[O:6])[C:7]1[CH:12]=[CH:11][C:10]([O:13][CH3:14])=[C:9]([O:15][CH3:16])[CH:8]=1)[CH3:3])[CH3:3])=[O:6] |f:3.4,^1:1|. Procedure details: To 100 ml of liquid NH3 and 100 mg FeCl3, 1 g of sodium was added and stirred for 1 hr at -40° C. To that 7.7 g of 3,4-dimethoxypropiophenone was added and stirred for 1/2 hr. Eleven g of α-bromo-3,4-dimethoxypropiophenone was then added and stirring continued for 11/2 hrs. At this point, 11 g of ammonium chloride and 200 ml of methylene chloride was added and the temperature allowed to rise to room temperature. Filtration, evaporation and crystalization of the residue from methanol gave 14.5 g ... Starting materials: C1=CC(=CC=C1[N+](=O)[O-])O (p-Nitrophenol), C(=O)(OCC1=CC=CC=C1)N[C@@H](C(C(O)=O)CC1=CC=CC=C1)C(=O)N1[C@H](C(=O)O)CCC1 (N-carbobenzoxy-β-benzyl-L-aspartyl-L-proline), C1(CCCCC1)N=C=NC1CCCCC1 (Dicyclohexylcarbodiimide). Solvent: C(C)(=O)OCC (ethyl acetate), C(C)(=O)OCC (ethyl acetate). Run at time 2 hour. Yields the product [N+](=O)([O-])C1=CC=C(C=C1)OC([C@H]1N(CCC1)C([C@@H](NC(=O)OCC1=CC=CC=C1)C(C(O)=O)CC1=CC=CC=C1)=O)=O (N-Carbobenzoxy-β-Benzyl-L-Aspartyl-L-Proline p-Nitrophenyl Ester). As a reaction SMILES: [CH:1]1[C:6]([N+:7]([O-:9])=[O:8])=[CH:5][CH:4]=[C:3]([OH:10])[CH:2]=1.[C:11]([NH:21][C@H:22]([C:34]([N:36]1[CH2:43][CH2:42][CH2:41][C@H:37]1[C:38](O)=[O:39])=[O:35])[CH:23]([CH2:27][C:28]1[CH:33]=[CH:32][CH:31]=[CH:30][CH:29]=1)[C:24](=[O:26])[OH:25])([O:13][CH2:14][C:15]1[CH:20]=[CH:19][CH:18]=[CH:17][CH:16]=1)=[O:12].C1(N=C=NC2CCCCC2)CCCCC1>C(OCC)(=O)C>[N+:7]([C:6]1[CH:5]=[CH:4][C:3]([O:10][C:38](=[O:39])[C@@H:37]2[CH2:41][CH2:42][CH2:43][N:36]2[C:34](=[O:35])[C@H:22]([CH:23]([CH2:27][C:28]2[CH:29]=[CH:30][CH:31]=[CH:32][CH:33]=2)[C:24](=[O:25])[OH:26])[NH:21][C:11]([O:13][CH2:14][C:15]2[CH:20]=[CH:19][CH:18]=[CH:17][CH:16]=2)=[O:12])=[CH:2][CH:1]=1)([O-:9])=[O:8]. Procedure: p-Nitrophenol (3.0 Kg) is added to the concentrated ethyl acetate solution of N-carbobenzoxy-β-benzyl-L-aspartyl-L-proline prepared as described in Example II above. The solution is cooled below 5° C. Dicyclohexylcarbodiimide (4.5 Kg) is dissolved in ethyl acetate (10-20 L) and added, maintaining the temperature below 5° C. The solution is stirred at reduced temperature for two hours and then for three hours at 20°-30° C. The dicyclohexylurea is removed by filtration and washed with ethyl acetat...